Dataset: the Open Reaction Database (ORD), a public repository of structured organic reaction records. Task: describe an organic reaction: reactants, conditions, products, and yield Starting materials: FC=1C=C(C=C(C1)F)S(=O)(=O)C=1C=C2C(=NN(C2=CC1)C(C1=CC=CC=C1)(C1=CC=CC=C1)C1=CC=CC=C1)NC(C1=C(C=C(C=C1)[N+](=O)[O-])N(C(C(F)(F)F)=O)C1CCOCC1)=O (N-[5-(3,5-difluoro-benzenesulfonyl)-1-trityl-1H-indazol-3-yl]-4-nitro-2-[(tetrahydro-pyran-4-yl)-(2,2,2-trifluoro-acetyl)-amino]-benzamide), C1=CCCCC1 (cyclohexene). The reagents and catalysts are [Pd] (Pd/C). Solvent: O1CCOCC1 (1,4-dioxane). Run at temperature 90 celsius, time 5 hour. The product is NC1=CC(=C(C(=O)NC2=NN(C3=CC=C(C=C23)S(=O)(=O)C2=CC(=CC(=C2)F)F)C(C2=CC=CC=C2)(C2=CC=CC=C2)C2=CC=CC=C2)C=C1)N(C(C(F)(F)F)=O)C1CCOCC1 (4-Amino-N-[5-(3,5-difluoro-benzenesulfonyl)-1-trityl-1H-indazol-3-yl]-2-[(tetrahydro-pyran-4-yl)-(2,2,2-trifluoro-acetyl)-amino]-benzamide). Reaction SMILES: [F:1][C:2]1[CH:3]=[C:4]([S:9]([C:12]2[CH:13]=[C:14]3[C:18](=[CH:19][CH:20]=2)[N:17]([C:21]([C:34]2[CH:39]=[CH:38][CH:37]=[CH:36][CH:35]=2)([C:28]2[CH:33]=[CH:32][CH:31]=[CH:30][CH:29]=2)[C:22]2[CH:27]=[CH:26][CH:25]=[CH:24][CH:23]=2)[N:16]=[C:15]3[NH:40][C:41](=[O:64])[C:42]2[CH:47]=[CH:46][C:45]([N+:48]([O-])=O)=[CH:44][C:43]=2[N:51]([CH:58]2[CH2:63][CH2:62][O:61][CH2:60][CH2:59]2)[C:52](=[O:57])[C:53]([F:56])([F:55])[F:54])(=[O:11])=[O:10])[CH:5]=[C:6]([F:8])[CH:7]=1.C1CCCCC=1>O1CCOCC1.[Pd]>[NH2:48][C:45]1[CH:46]=[CH:47][C:42]([C:41]([NH:40][C:15]2[C:14]3[C:18](=[CH:19][CH:20]=[C:12]([S:9]([C:4]4[CH:5]=[C:6]([F:8])[CH:7]=[C:2]([F:1])[CH:3]=4)(=[O:10])=[O:11])[CH:13]=3)[N:17]([C:21]([C:34]3[CH:39]=[CH:38][CH:37]=[CH:36][CH:35]=3)([C:28]3[CH:29]=[CH:30][CH:31]=[CH:32][CH:33]=3)[C:22]3[CH:27]=[CH:26][CH:25]=[CH:24][CH:23]=3)[N:16]=2)=[O:64])=[C:43]([N:51]([CH:58]2[CH2:59][CH2:60][O:61][CH2:62][CH2:63]2)[C:52](=[O:57])[C:53]([F:56])([F:54])[F:55])[CH:44]=1. Procedure: To a solution of N-[5-(3,5-difluoro-benzenesulfonyl)-1-trityl-1H-indazol-3-yl]-4-nitro-2-[(tetrahydro-pyran-4-yl)-(2,2,2-trifluoro-acetyl)-amino]-benzamide (4.05 g, 4.5 mmol) in 1,4-dioxane (100 mL) was added cyclohexene (10 mL) and 10% Pd/C (405 mg). The mixture was stirred at 90° C. for 5 hours, filtered and evaporated to dryness. The residue was purified by flash chromatography on silica gel eluting with ethyl acetate/n-hexane 2:1 affording the title compound as white solid (2.9 g). Reactants: CCOC(C)=O, O=C(Cl)C1CC1, COC(=O)c1c(Oc2ccc(F)c(NC(=O)Cc3cccc(C(F)(F)F)c3)c2)ccc2nc(N)sc12, C1CCOC1, c1ccncc1. Yields the product COC(=O)c1c(Oc2ccc(F)c(NC(=O)Cc3cccc(C(F)(F)F)c3)c2)ccc2nc(NC(=O)C3CC3)sc12. RXN SMILES: [CH3:54][CH2:55][O:56][C:57](=[O:58])[CH3:59].[CH:43]1([C:46](=[O:47])[Cl:48])[CH2:44][CH2:45]1.[NH2:1][c:2]1[s:3][c:4]2[c:5]([n:6]1)[cH:7][cH:8][c:9]([O:15][c:16]1[cH:17][c:18]([NH:23][C:24]([CH2:25][c:26]3[cH:27][c:28]([C:32]([F:33])([F:34])[F:35])[cH:29][cH:30][cH:31]3)=[O:36])[c:19]([F:22])[cH:20][cH:21]1)[c:10]2[C:11](=[O:12])[O:13][CH3:14].[O:49]1[CH2:50][CH2:51][CH2:52][CH2:53]1.[cH:37]1[cH:38][cH:39][n:40][cH:41][cH:42]1>>[NH:1]([c:2]1[s:3][c:4]2[c:5]([n:6]1)[cH:7][cH:8][c:9]([O:15][c:16]1[cH:17][c:18]([NH:23][C:24]([CH2:25][c:26]3[cH:27][c:28]([C:32]([F:33])([F:34])[F:35])[cH:29][cH:30][cH:31]3)=[O:36])[c:19]([F:22])[cH:20][cH:21]1)[c:10]2[C:11](=[O:12])[O:13][CH3:14])[C:46]([CH:43]1[CH2:44][CH2:45]1)=[O:47]. Reactants: {2-[3-cyclbutylmethyl-3-(3,4-difluoro-phenyl)-ureido]-thiazol-5-ylsulfanyl}-acetic acid ethyl ester, C(C)OC(CSC1=CN=C(S1)N)=O ((2-amino-thiazol-5-ylsulfanyl)acetic acid ethyl ester), C1(CCCC1)CN(C(NC=1SC=C(N1)CC(=O)O)=O)C1=CC=C(C=C1)S(=O)(=O)C ({2-[3-cyclopentylmethyl-3-(4-methanesulfonyl-phenyl)-ureido]-thiazol-4-yl}-acetic acid), C1(CCC1)CNC1=CC(=C(C=C1)F)F (cyclobutylmethyl-(3,4-difluorophenyl)-amine). Product: C1(CCC1)CN(C(NC=1SC(=CN1)SCC(=O)O)=O)C1=CC(=C(C=C1)F)F ({2-[3-Cyclobutylmethyl-3-(3,4-difluoro-phenyl)-ureido]-thiazol-5-ylsulfanyl}-acetic acid). Reaction SMILES: C1(CN(C2C=CC(S(C)(=O)=O)=CC=2)[C:8](=[O:19])[NH:9][C:10]2[S:11][CH:12]=[C:13](CC(O)=O)[N:14]=2)CCCC1.[CH:30]1([CH2:34][NH:35][C:36]2[CH:41]=[CH:40][C:39]([F:42])=[C:38]([F:43])[CH:37]=2)[CH2:33][CH2:32][CH2:31]1.C([O:46][C:47](=[O:56])[CH2:48][S:49]C1SC(N)=NC=1)C>>[CH:30]1([CH2:34][N:35]([C:36]2[CH:41]=[CH:40][C:39]([F:42])=[C:38]([F:43])[CH:37]=2)[C:8](=[O:19])[NH:9][C:10]2[S:11][C:12]([S:49][CH2:48][C:47]([OH:56])=[O:46])=[CH:13][N:14]=2)[CH2:31][CH2:32][CH2:33]1. Reported procedure: The title compound was prepared via {2-[3-cyclbutylmethyl-3-(3,4-difluoro-phenyl)-ureido]-thiazol-5-ylsulfanyl}-acetic acid ethyl ester in a similar manner as described for the synthesis of {2-[3-cyclopentylmethyl-3-(4-methanesulfonyl-phenyl)-ureido]-thiazol-4-yl}-acetic acid, using cyclobutylmethyl-(3,4-difluorophenyl)-amine and (2-amino-thiazol-5-ylsulfanyl)acetic acid ethyl ester. RXN SMILES: [C:1]([N:4]1[C:12]2[C:7](=[CH:8][C:9]([C:13](=[O:15])[CH3:14])=[CH:10][CH:11]=2)[CH2:6][C:5]1=[O:16])(=[O:3])[CH3:2].[C:17](OC)(OC)([O:20][CH3:21])[CH2:18][CH3:19]>>[C:1]([N:4]1[C:12]2[C:7](=[CH:8][C:9]([C:13](=[O:15])[CH3:14])=[CH:10][CH:11]=2)[C:6](=[C:17]([O:20][CH3:21])[CH2:18][CH3:19])[C:5]1=[O:16])(=[O:3])[CH3:2]. Reported procedure: Prepared from 1,5-diacetyl-2-indolinone and trimethyl orthopropionate Yields the product C(C)(=O)N1C(C(C2=CC(=CC=C12)C(C)=O)=C(CC)OC)=O (1,5-diacetyl-3-(1-methoxy-propylidene)-2-indolinone). Starting materials: C(C)(=O)N1C(CC2=CC(=CC=C12)C(C)=O)=O (1,5-diacetyl-2-indolinone), C(CC)(OC)(OC)OC (trimethyl orthopropionate). Starting materials: [N+](=O)([O-])C1=CC=C(C=C1)CC(=O)N[C@@H]1[C@@H]2N(C(=C(CS2)C(C)C)C(=O)O)C1=O (cis 7-p-nitrophenylacetamido-3-isopropyl-3-cepheme-4-carboxylic acid), Cl (hydrochloric acid), [H][H] (hydrogen). Solvent: CN(C=O)C (dimethylformamide). Reaction conditions: time 5 minute. The product is NC1=CC=C(C=C1)CC(=O)N[C@@H]1[C@@H]2N(C(=C(CS2)C(C)C)C(=O)O)C1=O (cis 7-p-aminophenylacetamido-3-isopropyl-3-cepheme-4-carboxylic acid). RXN SMILES: [N+:1]([C:4]1[CH:9]=[CH:8][C:7]([CH2:10][C:11]([NH:13][C@H:14]2[C:27](=[O:28])[N:16]3[C:17]([C:24]([OH:26])=[O:25])=[C:18]([CH:21]([CH3:23])[CH3:22])[CH2:19][S:20][C@H:15]23)=[O:12])=[CH:6][CH:5]=1)([O-])=O.Cl.[H][H]>CN(C)C=O>[NH2:1][C:4]1[CH:9]=[CH:8][C:7]([CH2:10][C:11]([NH:13][C@H:14]2[C:27](=[O:28])[N:16]3[C:17]([C:24]([OH:26])=[O:25])=[C:18]([CH:21]([CH3:22])[CH3:23])[CH2:19][S:20][C@H:15]23)=[O:12])=[CH:6][CH:5]=1. Procedure: The catalyst was added to a solution of 406 mg of DL cis 7-p-nitrophenylacetamido-3-isopropyl-3-cepheme-4-carboxylic acid in 3.8 ml of dimethylformamide and 1.12 ml of N hydrochloric acid and a current of hydrogen was passed therethrough until saturated. The mixture was filtered and the filter was washed with a 50--50 water-ethanol solution containing a few drops of hydrochloric acid. The filtrate was evaporated to dryness and the residue was taken up in 3 ml of water. Ammonium formate was added... The reactants are ClCCl, O=C(Cl)C1CC1, OCc1cc2c3ccccc3n(Cc3cc(Cl)ccc3Cl)c2cn1. The product is O=C(OCc1cc2c3ccccc3n(Cc3cc(Cl)ccc3Cl)c2cn1)C1CC1. RXN SMILES: [CH2:31]([Cl:32])[Cl:33].[CH:25]1([C:28](=[O:29])[Cl:30])[CH2:26][CH2:27]1.[Cl:1][c:2]1[c:3]([CH2:4][n:5]2[c:6]3[cH:7][cH:8][cH:9][cH:10][c:11]3[c:12]3[cH:13][c:14]([CH2:18][OH:19])[n:15][cH:16][c:17]23)[cH:20][c:21]([Cl:24])[cH:22][cH:23]1>>[Cl:1][c:2]1[c:3]([CH2:4][n:5]2[c:6]3[cH:7][cH:8][cH:9][cH:10][c:11]3[c:12]3[cH:13][c:14]([CH2:18][O:19][C:28]([CH:25]4[CH2:26][CH2:27]4)=[O:29])[n:15][cH:16][c:17]23)[cH:20][c:21]([Cl:24])[cH:22][cH:23]1. Reactants: BrC=1CC2CCC(N(C2=CC1)C(=O)C(=O)OCC)CC(=O)OC (6-bromo-2-methoxycarbonylmethyl-N-ethoxalyltetrahydroquinoline), [N+](=O)([O-])[O-].[NH4+] (ammonium nitrate), FC(C(=O)OC(C(F)(F)F)=O)(F)F (trifluoroacetic anhydride). Solvent: C(Cl)(Cl)Cl (chloroform). Reaction conditions: time 90 minute. Product: BrC=1CC2CCC(N(C2=C(C1)[N+](=O)[O-])C(=O)C(=O)OCC)CC(=O)OC (6-Bromo-2-methoxycarbonylmethyl-8-nitro-N-ethoxalyltetrahydroquinoline). The yield is 106.7%. As a reaction SMILES: [Br:1][C:2]1[CH2:3][CH:4]2[C:9](=[CH:10][CH:11]=1)[N:8]([C:12]([C:14]([O:16][CH2:17][CH3:18])=[O:15])=[O:13])[CH:7]([CH2:19][C:20]([O:22][CH3:23])=[O:21])[CH2:6][CH2:5]2.[N+:24]([O-])([O-:26])=[O:25].[NH4+].FC(F)(F)C(OC(=O)C(F)(F)F)=O>C(Cl)(Cl)Cl>[Br:1][C:2]1[CH2:3][CH:4]2[C:9](=[C:10]([N+:24]([O-:26])=[O:25])[CH:11]=1)[N:8]([C:12]([C:14]([O:16][CH2:17][CH3:18])=[O:15])=[O:13])[CH:7]([CH2:19][C:20]([O:22][CH3:23])=[O:21])[CH2:6][CH2:5]2 |f:1.2|. Reported procedure: To a refluxed solution of 6-bromo-2-methoxycarbonylmethyl-N-ethoxalyltetrahydroquinoline (40 g) and ammonium nitrate (8 g, 0.1 mol) in chloroform (100 mL) was added dropwise trifluoroacetic anhydride (56.5 mL, 0.4 mol) over 40 min. The reflux was continued for 90 min and crashed ice was added. The organic layer was separated, washed with saturated aqueous sodium bicarbonate and brine, dried over magnesium sulfate, and concentrated to give 46 g of the title compound (quant): 1H NMR (270 MHz, CDCl... Reactants: ClC1=CC=NC=C1C(=O)O (4-chloronicotinic acid), (1966)]and, COC1=CC=C(CS)C=C1 (4-methoxybenzylmercaptan), [H-].[Na+] (sodium hydride). The solvent is CN(C=O)C (N,N-dimethylformamide), ice water. The product is COC1=CC=C(CSC2=CC=NC=C2C(=O)O)C=C1 (4-(4-methoxybenzylthio)-nicotinic acid). Reaction SMILES: Cl[C:2]1[C:7]([C:8]([OH:10])=[O:9])=[CH:6][N:5]=[CH:4][CH:3]=1.[CH3:11][O:12][C:13]1[CH:20]=[CH:19][C:16]([CH2:17][SH:18])=[CH:15][CH:14]=1.[H-].[Na+]>CN(C)C=O>[CH3:11][O:12][C:13]1[CH:20]=[CH:19][C:16]([CH2:17][S:18][C:2]2[C:7]([C:8]([OH:10])=[O:9])=[CH:6][N:5]=[CH:4][CH:3]=2)=[CH:15][CH:14]=1 |f:2.3|. Reported procedure: A stirred and ice-cooled mixture of 788 mg (0.005 mole) 4-chloronicotinic acid [prepared by the process set forth in W. C. J. Ross, J. Chem. Soc.(C), 1816 (1966)]and 771 mg (0.005 mole) of 4-methoxybenzylmercaptan in 6 mL of dry N,N-dimethylformamide was treated with 480 mg (0.012 mole) of 60% sodium hydride dispersion. The reaction was stirred at room temperature for 4 hours during which a thick solid formed, which was taken up in 75 mL of ice water. After extraction with 25 mL of hexane, the a... Run in C(C)OC(C)=O (ethylacetate). Isolated yield 84.9%. Product: C(C)OC(=O)N1N=C(C2=C1SC(=C2)C(NC(C)(C2=CC=CC=C2)C)=O)NC(C2=C(C=CC=C2)N)=O (3-(2-Amino-benzoylamino)-5-(1-methyl-1-phenyl-ethylcarbamoyl)-thieno[2,3-c]pyrazole-1-carboxylic Acid ethyl Ester). RXN SMILES: [CH2:1]([O:3][C:4]([N:6]1[C:10]2[S:11][C:12]([C:14](=[O:25])[NH:15][C:16]([CH3:24])([C:18]3[CH:23]=[CH:22][CH:21]=[CH:20][CH:19]=3)[CH3:17])=[CH:13][C:9]=2[C:8]([NH:26][C:27](=[O:37])[C:28]2[CH:33]=[CH:32][CH:31]=[CH:30][C:29]=2[N+:34]([O-])=O)=[N:7]1)=[O:5])[CH3:2]>C(OC(=O)C)C.[Pd]>[CH2:1]([O:3][C:4]([N:6]1[C:10]2[S:11][C:12]([C:14](=[O:25])[NH:15][C:16]([CH3:24])([C:18]3[CH:23]=[CH:22][CH:21]=[CH:20][CH:19]=3)[CH3:17])=[CH:13][C:9]=2[C:8]([NH:26][C:27](=[O:37])[C:28]2[CH:33]=[CH:32][CH:31]=[CH:30][C:29]=2[NH2:34])=[N:7]1)=[O:5])[CH3:2]. Reported procedure: The suspension of 1.8 g (3.451 mmol) of 5-(1-Methyl-1-phenyl-ethylcarbamoyl)-3-(2-nitro-benzoylamino)-thieno[2,3-c]pyrazole-1-carboxylic acid ethyl ester and 500 mg of Pd/C (10%) in 45 mL of ethylacetate was shaken under hydrogen pressure (40 psi). The catalyst was renewed (500 mg) after 8 hours and the mixture treated for further 8 hours. The catalyst was then filtered over a celite pad and the solvent removed under vacuum. The crude was purified on silica gel (eluant dichloromethane-methanol 9... The reactants are C(C)OC(=O)N1N=C(C2=C1SC(=C2)C(NC(C)(C2=CC=CC=C2)C)=O)NC(C2=C(C=CC=C2)[N+](=O)[O-])=O (5-(1-Methyl-1-phenyl-ethylcarbamoyl)-3-(2-nitro-benzoylamino)-thieno[2,3-c]pyrazole-1-carboxylic acid ethyl ester). Reagents/catalysts: [Pd] (Pd/C).